From a dataset of the Open Reaction Database (ORD), a public repository of structured organic reaction records. describe an organic reaction: reactants, conditions, products, and yield Reactants: CCCc1ncc(CC(N)C(=S)OCC)n1Cc1ccccc1Cl, CCO, Cl, [K+], [OH-], O. The product is CCCc1ncc(CC(N)C(O)=S)n1Cc1ccccc1Cl. RXN SMILES: [CH2:1]([CH3:2])[O:3][C:4]([CH:5]([NH2:6])[CH2:7][c:8]1[cH:9][n:10][c:11]([CH2:21][CH2:22][CH3:23])[n:12]1[CH2:13][c:14]1[c:15]([Cl:20])[cH:16][cH:17][cH:18][cH:19]1)=[S:24].[CH3:25][CH2:26][OH:27].[ClH:30].[K+:29].[OH-:28].[OH2:31]>>[OH:3][C:4]([CH:5]([NH2:6])[CH2:7][c:8]1[cH:9][n:10][c:11]([CH2:21][CH2:22][CH3:23])[n:12]1[CH2:13][c:14]1[c:15]([Cl:20])[cH:16][cH:17][cH:18][cH:19]1)=[S:24].